This data is from the Open Reaction Database (ORD), a public repository of structured organic reaction records. The task is: describe an organic reaction: reactants, conditions, products, and yield The solvent is CC(=O)C (acetone). Product: COC1=CC=C(C=C1)C=CC(C)=O (4-(p-methoxyphenyl)-3-buten-2-one). The reagents and catalysts are [O-2].[Zn+2] (zinc oxide). Reactants: COC=1C=CC(=CC1)C=O (anisaldehyde). Yield: 90.0%. Reaction SMILES: [CH3:1][O:2][C:3]1[CH:4]=[CH:5][C:6]([CH:9]=O)=[CH:7][CH:8]=1>[O-2].[Zn+2].CC(C)=O>[CH3:1][O:2][C:3]1[CH:8]=[CH:7][C:6]([CH:9]=[CH:8][C:3](=[O:2])[CH3:4])=[CH:5][CH:4]=1 |f:1.2|. Procedure: 50 Parts of anisaldehyde, 100 parts of acetone and 15 parts of zinc oxide are heated for half an hour at 200° C and a pressure of 60 atmospheres. 46.2 parts of 4-(p-methoxyphenyl)-3-buten-2-one is obtained analogously to Example 9 in the form of yellowish crystals having a melting point of 74° C and a boiling point of 109° to 110° C at 0.1 mm. The yield is 90% of theory (based on anisaldehyde) at a conversion of 79% of theory. The reactants are CC(=O)O, ClCOCCl, COc1cccc(F)c1OC, COc1ccc(C=O)c(F)c1OC. Yields the product COc1ccc(CCl)c(F)c1OC. Reaction SMILES: [CH3:30][C:31](=[O:32])[OH:33].[Cl:25][CH2:26][O:27][CH2:28][Cl:29].[F:14][c:15]1[cH:16][cH:17][cH:18][c:19]([O:20][CH3:21])[c:22]1[O:23][CH3:24].[F:1][c:2]1[c:3]([CH:4]=[O:5])[cH:6][cH:7][c:8]([O:12][CH3:13])[c:9]1[O:10][CH3:11]>>[F:1][c:2]1[c:3]([CH2:4][Cl:25])[cH:6][cH:7][c:8]([O:12][CH3:13])[c:9]1[O:10][CH3:11]. Starting materials: OC=1C=C(C=CC1)C1=C(C=NC2=C(C=CC=C12)C(F)(F)F)C(=O)C1=CC=CC=C1 ([4-(3-hydroxyphenyl)-8-(trifluoromethyl)quinolin-3-yl](phenyl)methanone), BrCC=1C=CC=2C(=NON2)C1 (5-Bromomethyl-benzo[1,2,5]oxadiazole). Product: N=1ON=C2C1C=CC(=C2)COC=2C=C(C=CC2)C2=C(C=NC1=C(C=CC=C21)C(F)(F)F)C(=O)C2=CC=CC=C2 ([4-[3-(2,1,3-BENZOXADIAZOL-5-YLMETHOXY) PHENYL]-8-(TRIFLUOROMETHYL)QUINOLIN-3-YL](PHENYL)METHANONE). As a reaction SMILES: [OH:1][C:2]1[CH:3]=[C:4]([C:8]2[C:17]3[C:12](=[C:13]([C:18]([F:21])([F:20])[F:19])[CH:14]=[CH:15][CH:16]=3)[N:11]=[CH:10][C:9]=2[C:22]([C:24]2[CH:29]=[CH:28][CH:27]=[CH:26][CH:25]=2)=[O:23])[CH:5]=[CH:6][CH:7]=1.Br[CH2:31][C:32]1[CH:33]=[CH:34][C:35]2[C:36]([CH:40]=1)=[N:37][O:38][N:39]=2>>[N:39]1[O:38][N:37]=[C:36]2[CH:40]=[C:32]([CH2:31][O:1][C:2]3[CH:3]=[C:4]([C:8]4[C:17]5[C:12](=[C:13]([C:18]([F:21])([F:19])[F:20])[CH:14]=[CH:15][CH:16]=5)[N:11]=[CH:10][C:9]=4[C:22]([C:24]4[CH:25]=[CH:26][CH:27]=[CH:28][CH:29]=4)=[O:23])[CH:5]=[CH:6][CH:7]=3)[CH:33]=[CH:34][C:35]=12. Procedure: The title compound was prepared from [4-(3-hydroxyphenyl)-8-(trifluoromethyl)quinolin-3-yl](phenyl)methanone and 5-Bromomethyl-benzo[1,2,5]oxadiazole following the procedure of Example 478: MS (ESI) m/z 526; MS (ESI) m/z 524; HRMS: calcd for C30H18F3N3O3+H+, 526.13730; found (ESI, [M+H]+), 526.1356. Starting materials: C=C(C)C, Cc1ccc(-c2ccccc2C(=O)O)cc1, Cc1ccccc1, [Na+], [OH-], O. The product is Cc1ccc(-c2ccccc2C(=O)OC(C)(C)C)cc1. RXN SMILES: [CH2:18]=[C:19]([CH3:20])[CH3:21].[CH3:1][c:2]1[cH:3][cH:4][c:5](-[c:8]2[c:9]([C:14](=[O:15])[OH:16])[cH:10][cH:11][cH:12][cH:13]2)[cH:6][cH:7]1.[CH3:24][c:25]1[cH:26][cH:27][cH:28][cH:29][cH:30]1.[Na+:23].[OH-:22].[OH2:17]>>[CH3:1][c:2]1[cH:3][cH:4][c:5](-[c:8]2[c:9]([C:14](=[O:15])[O:16][C:19]([CH3:18])([CH3:20])[CH3:21])[cH:10][cH:11][cH:12][cH:13]2)[cH:6][cH:7]1. Starting materials: NC1=NC(=NC=C1C(=O)C1=C(C(=CC=C1F)OC)F)S(=O)(=O)CC ((4-amino-2-ethanesulfonyl-pyrimidin-5-yl)-(2,6-difluoro-3-methoxy-phenyl)-methanone), NC1CCN(CC1)C(C)=O (1-(4-amino-piperidin-1-yl)-ethanone). Solvent: C(C)(C)O (isopropyl alcohol). The product is NC1=NC(=NC=C1C(C1=C(C(=CC=C1F)OC)F)=O)NC1CCN(CC1)C(C)=O (1-[4-[4-amino-5-(2,6-difluoro-3-methoxy-benzoyl)-pyrimidin-2-ylamino]-piperidin-1-yl]-ethanone). As a reaction SMILES: [NH2:1][C:2]1[C:7]([C:8]([C:10]2[C:15]([F:16])=[CH:14][CH:13]=[C:12]([O:17][CH3:18])[C:11]=2[F:19])=[O:9])=[CH:6][N:5]=[C:4](S(CC)(=O)=O)[N:3]=1.[NH2:25][CH:26]1[CH2:31][CH2:30][N:29]([C:32](=[O:34])[CH3:33])[CH2:28][CH2:27]1>C(O)(C)C>[NH2:1][C:2]1[C:7]([C:8](=[O:9])[C:10]2[C:15]([F:16])=[CH:14][CH:13]=[C:12]([O:17][CH3:18])[C:11]=2[F:19])=[CH:6][N:5]=[C:4]([NH:25][CH:26]2[CH2:31][CH2:30][N:29]([C:32](=[O:34])[CH3:33])[CH2:28][CH2:27]2)[N:3]=1. Procedure details: A suspension of (4-amino-2-ethanesulfonyl-pyrimidin-5-yl)-(2,6-difluoro-3-methoxy-phenyl)-methanone (20.0 mg, 0.056 mmol, Example 89) and 1-(4-amino-piperidin-1-yl)-ethanone (21.1 mg, 0.148 mmol, prepared as described in U.S. Pat. No. 5,817,828) in isopropyl alcohol (2.5 mL) was heated at 120° C. in a sealed tube under microwave conditions for 0.3 to 1 hour. The resulting reaction mixture was evaporated in vacuo and crude product was purified on silica gel with 95:5 of dichloromethane/methanol t... Yields the product C1(CC(C(CC1)C(C)C)O)C (Menthol). The reactants are O[C@@H](CC(=O)OC1(CCC(CC1)C(C)C)C)C ((3R)-1-menthyl 3-hydroxybutyrate), C[C@@H]1CC[C@H]([C@@H](C1)O)C(C)C (1-menthol), C[C@@H]1CC[C@H]([C@@H](C1)O)C(C)C (1-menthol). As a reaction SMILES: O[C@H](C)CC(OC1(C)CCC(C(C)C)CC1)=O.[CH3:18][C@H:19]1[CH2:24][C@@H:23]([OH:25])[C@H:22]([CH:26]([CH3:28])[CH3:27])[CH2:21][CH2:20]1>>[CH:19]1([CH3:18])[CH2:20][CH2:21][CH:22]([CH:26]([CH3:27])[CH3:28])[CH:23]([OH:25])[CH2:24]1. Procedure: A sensate composition was prepared by mixing the (3R)-1-menthyl 3-hydroxybutyrate obtained in Example 1 with 1-menthol at a ratio of 1:9 (weight ratio). Oral sensory evaluation was carried out by preparing 1,000 ml of a 20 ppm aqueous solution of the thus obtained sensate composition, and the oral sensory evaluation was carried out also on a 20 ppm aqueous solution of 1-menthol alone as a comparison.